Dataset: the Open Reaction Database (ORD), a public repository of structured organic reaction records. Task: describe an organic reaction: reactants, conditions, products, and yield Reactants: FC=1C=C(C=CC1F)C(CO)(CO)COCC1=CC=C(C=C1)OC (2-(3,4-Difluorophenyl)-2-(4-methoxybenzyloxymethyl)propane-1,3-diol), CC(=O)C (acetone), C1(=CC=C(C=C1)S(=O)(=O)O)C (p-toluene sulphonic acid). Run in C1=CC=CC=C1 (benzene). Yields the product CC1(OCC(CO1)(COCC1=CC=C(C=C1)OC)C1=CC(=C(C=C1)F)F)C (2,2-dimethyl-5-(3,4-difluorophenyl)-5-(4-methoxybenzyloxymethyl)-1,3-dioxane). RXN SMILES: [F:1][C:2]1[CH:3]=[C:4]([C:9]([CH2:14][O:15][CH2:16][C:17]2[CH:22]=[CH:21][C:20]([O:23][CH3:24])=[CH:19][CH:18]=2)([CH2:12][OH:13])[CH2:10][OH:11])[CH:5]=[CH:6][C:7]=1[F:8].[CH3:25][C:26]([CH3:28])=O.C1(C)C=CC(S(O)(=O)=O)=CC=1>C1C=CC=CC=1>[CH3:25][C:26]1([CH3:28])[O:11][CH2:10][C:9]([C:4]2[CH:5]=[CH:6][C:7]([F:8])=[C:2]([F:1])[CH:3]=2)([CH2:14][O:15][CH2:16][C:17]2[CH:18]=[CH:19][C:20]([O:23][CH3:24])=[CH:21][CH:22]=2)[CH2:12][O:13]1. Reported procedure: 2-(3,4-Difluorophenyl)-2-(4-methoxybenzyloxymethyl)propane-1,3-diol (16.5 g, 50 mmol), acetone (7.5 ml) and p-toluene sulphonic acid (100 mg) were heated to reflux in benzene (100 ml) and water was removed using Dean and Stark apparatus. After refluxing overnight the cooled solution was washed with saturated aqueous sodium bicarbonate solution and was dried over anhydrous magnesium sulphate. Evaporation gave 2,2-dimethyl-5-(3,4-difluorophenyl)-5-(4-methoxybenzyloxymethyl)-1,3-dioxane as a yellow... Reported procedure: Following the general procedure for the synthesis of acyloxyalkyl carbamates, ACPC (121 mg, 1.1 mmol) and (2,5-dioxoazolidinyloxycarbonyloxy)ethyl benzoate (341 mg, 1.0 mmol) were reacted to provide 113 mg (35% yield) of the title compound (4) as a white powder after work-up and mass-guided preparative HPLC purification. M.p.: 173.8-175.8° C. 1H NMR (CD3CN, 400 MHz): δ=8.00 (d, 2H), 7.61 (t, 1H), 7.50 (t, 2H), 6.99 (q, 1H), 6.31 (s, 0.8H), 6.01 (br s, 0.2H), 1.60 (d, 3H), 1.42 (m, 2H), 1.09 (m, ... Yield: 38.5%. The product is C1(=CC=CC=C1)C(=O)OCCOC(=O)NC1(CC1)C(=O)O (1-[(Phenylcarbonyloxyethoxy)carbonylamino]cyclopropanecarboxylic Acid). Reaction SMILES: [CH2:1]1[C:3]([NH2:7])([C:4]([OH:6])=[O:5])[CH2:2]1.[C:8]([O:16][CH2:17][CH2:18][O:19][C:20](ON1C(=O)CCC1=O)=[O:21])(=[O:15])[C:9]1[CH:14]=[CH:13][CH:12]=[CH:11][CH:10]=1>>[C:9]1([C:8]([O:16][CH2:17][CH2:18][O:19][C:20]([NH:7][C:3]2([C:4]([OH:6])=[O:5])[CH2:2][CH2:1]2)=[O:21])=[O:15])[CH:10]=[CH:11][CH:12]=[CH:13][CH:14]=1. Reactants: acyloxyalkyl carbamates, C1CC1(C(=O)O)N (ACPC), C(C1=CC=CC=C1)(=O)OCCOC(=O)ON1C(CCC1=O)=O ((2,5-dioxoazolidinyloxycarbonyloxy)ethyl benzoate). Reactants: solid, Cl.Cl.Cl.O1COC2=C1C=CC=C2N2CCN(CC2)CC[C@@H]2CC[C@H](CC2)N (Trans-4-[2-(4-Benzo[1,3]dioxol-4-yl-piperazin-1-yl)-ethyl]-cyclohexylamine trihydrochloride), Cl.Cl.Cl.O1COC2=C1C=CC=C2N2CCN(CC2)CC[C@@H]2CC[C@H](CC2)N (Trans-4-[2-(4-Benzo[1,3]dioxol-4-yl-piperazin-1-yl)-ethyl]-cyclohexylamine trihydrochloride), CN1C=NC(=C1)S(=O)(=O)Cl (1-methyl-1H-imidazole-4-sulfonyl chloride). The product is O1COC2=C1C=CC=C2N2CCN(CC2)CC[C@@H]2CC[C@H](CC2)NS(=O)(=O)C=2N=CN(C2)C (1-Methyl-1H-imidazole-4-sulfonic acid-trans-N-{4-[2-(4-benzo[1,3]dioxol-4-yl-piperazin-1-yl)-ethyl]-cyclohexyl}-amide). As a reaction SMILES: Cl.Cl.Cl.[O:4]1[C:8]2[CH:9]=[CH:10][CH:11]=[C:12]([N:13]3[CH2:18][CH2:17][N:16]([CH2:19][CH2:20][C@H:21]4[CH2:26][CH2:25][C@H:24]([NH2:27])[CH2:23][CH2:22]4)[CH2:15][CH2:14]3)[C:7]=2[O:6][CH2:5]1.[CH3:28][N:29]1[CH:33]=[C:32]([S:34](Cl)(=[O:36])=[O:35])[N:31]=[CH:30]1>>[O:4]1[C:8]2[CH:9]=[CH:10][CH:11]=[C:12]([N:13]3[CH2:18][CH2:17][N:16]([CH2:19][CH2:20][C@H:21]4[CH2:26][CH2:25][C@H:24]([NH:27][S:34]([C:32]5[N:31]=[CH:30][N:29]([CH3:28])[CH:33]=5)(=[O:36])=[O:35])[CH2:23][CH2:22]4)[CH2:15][CH2:14]3)[C:7]=2[O:6][CH2:5]1 |f:0.1.2.3|. Reported procedure: The title compound, white solid (23 mg, 59.3%), MS (ISP) m/z=476.1 [(M+H)+], was prepared in accordance with the general method of example 66 from N-trans-4-[2-(4-Benzo[1,3]dioxol-4-yl-piperazin-1-yl)-ethyl]-cyclohexylamine hydrochloride (Intermediate A) (30 mg, 81.5 μmol) and 1-methyl-1H-imidazole-4-sulfonyl chloride. The reactants are C(C=C)(=O)OCC (ethyl acrylate), ClC=1C=C(C=CC1)N1CCNCC1 (N-(3-chlorophenyl)piperazine). Run in C(C)O (ethanol). Run at time 40 minute. Product: C(C)OC(C(C)N1CCN(CC1)C1=CC(=CC=C1)Cl)=O (4-(3-chlorophenyl)piperazin-1-ylpropionic acid ethyl ester). Reaction SMILES: [C:1]([O:5][CH2:6][CH3:7])(=[O:4])[CH:2]=[CH2:3].[Cl:8][C:9]1[CH:10]=[C:11]([N:15]2[CH2:20][CH2:19][NH:18][CH2:17][CH2:16]2)[CH:12]=[CH:13][CH:14]=1>C(O)C>[CH2:6]([O:5][C:1](=[O:4])[CH:2]([N:18]1[CH2:17][CH2:16][N:15]([C:11]2[CH:12]=[CH:13][CH:14]=[C:9]([Cl:8])[CH:10]=2)[CH2:20][CH2:19]1)[CH3:3])[CH3:7]. Procedure: Over a period of 40 minutes, 108 ml of ethyl acrylate are added to 38.3 g of N-(3-chlorophenyl)piperazine dissolved in 300 ml of anhydrous ethanol and 0.5 ml of Triton B. The temperature reaches 40° C. when addition is complete. After heating at reflux for 3 hours, the reaction mixture is concentrated in vacuo and the residue is distilled. 139 g of 4-(3-chlorophenyl)piperazin-1-ylpropionic acid ethyl ester are obtained, b.p/0.33 mmHg=176°-179° C. The reactants are C1(=CC=CC=C1)CN1N=NC2=C1C=CC=C2 ([phenylmethyl]-1H-benzotriazole), COC1=CC=C(C=C1)C=NC1=CC=CC=C1 (N-[(4-methoxyphenyl)methylene]benzenamine). Run in CO (MeOH). The product is COC1=CC=C(C=C1)C#CC1=CC=CC=C1 (1-Methoxy-4-(phenylethynyl)benzene). Isolated yield 67.0%. RXN SMILES: [C:1]1([CH2:7]N2C3C=CC=CC=3N=N2)[CH:6]=[CH:5][CH:4]=[CH:3][CH:2]=1.[CH3:17][O:18][C:19]1[CH:24]=[CH:23][C:22]([CH:25]=NC2C=CC=CC=2)=[CH:21][CH:20]=1>CO>[CH3:17][O:18][C:19]1[CH:24]=[CH:23][C:22]([C:25]#[C:7][C:1]2[CH:2]=[CH:3][CH:4]=[CH:5][CH:6]=2)=[CH:21][CH:20]=1. Procedure: Procedure similar to that of Example 16 using [phenylmethyl]-1H-benzotriazole (10 mmol) and N-[(4-methoxyphenyl)methylene]benzenamine (10 mmol): 67% yield: mp 57°-58° C. (MeOH) (lit.1 58°-60° C.); 1H NMR (300 MHz, CDCl3) δ3.84 (s, 3H, OCH3), 6.89 (d, 1.9H, 2H, C(3 and 5)H), 7.30-7.38 (m, 3H), 7.45-7.54 (m, 4H).